Task: describe an organic reaction: reactants, conditions, products, and yield. Dataset: the Open Reaction Database (ORD), a public repository of structured organic reaction records The reactants are [Al+3], [Cl-], [Cl-], [Cl-], O=C(Cl)C(=O)Cl, CN(C)C=O, C1CCOC1, O=C(O)CCCc1ccc(Sc2ccccc2)cc1. The product is O=C1CCCc2ccc(Sc3ccccc3)cc21. RXN SMILES: [Al+3:34].[Cl-:31].[Cl-:32].[Cl-:33].[Cl:20][C:21]([C:22]([Cl:23])=[O:24])=[O:25].[O:26]=[CH:27][N:28]([CH3:29])[CH3:30].[O:35]1[CH2:36][CH2:37][CH2:38][CH2:39]1.[c:1]1([S:7][c:8]2[cH:9][cH:10][c:11]([CH2:14][CH2:15][CH2:16][C:17](=[O:18])[OH:19])[cH:12][cH:13]2)[cH:2][cH:3][cH:4][cH:5][cH:6]1>>[c:1]1([S:7][c:8]2[cH:9][c:10]3[c:11]([cH:12][cH:13]2)[CH2:14][CH2:15][CH2:16][C:17]3=[O:19])[cH:2][cH:3][cH:4][cH:5][cH:6]1.